This data is from the Open Reaction Database (ORD), a public repository of structured organic reaction records. The task is: describe an organic reaction: reactants, conditions, products, and yield The reactants are O=C(c1ccc(Cl)cc1)c1ccc(CBr)cc1, O=C([O-])[O-], C1CCNC1, CC#N, [K+], [K+]. Product: O=C(c1ccc(Cl)cc1)c1ccc(CN2CCCC2)cc1. Reaction SMILES: [Br:1][CH2:2][c:3]1[cH:4][cH:5][c:6]([C:9](=[O:10])[c:11]2[cH:12][cH:13][c:14]([Cl:17])[cH:15][cH:16]2)[cH:7][cH:8]1.[C:18](=[O:19])([O-:20])[O-:21].[CH2:24]1[CH2:25][CH2:26][NH:27][CH2:28]1.[CH3:29][C:30]#[N:31].[K+:22].[K+:23]>>[CH2:2]([c:3]1[cH:4][cH:5][c:6]([C:9](=[O:10])[c:11]2[cH:12][cH:13][c:14]([Cl:17])[cH:15][cH:16]2)[cH:7][cH:8]1)[N:27]1[CH2:26][CH2:25][CH2:24][CH2:28]1. Reactants: CCOc1cc(C(C)(C)C)ncc1C1=NC(C)(c2ccc(Cl)cc2)C(C)(c2ccc(Cl)cc2)N1C(=O)N1CCC(CC(=O)O)CC1, Cc1cc(C)cc(CN)c1. Product: CCOc1cc(C(C)(C)C)ncc1C1=NC(C)(c2ccc(Cl)cc2)C(C)(c2ccc(Cl)cc2)N1C(=O)N1CCC(CC(=O)NCc2cc(C)cc(C)c2)CC1. RXN SMILES: [C:1]([CH3:2])([CH3:3])([CH3:4])[c:5]1[cH:6][c:7]([O:44][CH2:45][CH3:46])[c:8]([C:11]2=[N:15][C:14]([CH3:16])([c:17]3[cH:18][cH:19][c:20]([Cl:23])[cH:21][cH:22]3)[C:13]([CH3:24])([c:25]3[cH:26][cH:27][c:28]([Cl:31])[cH:29][cH:30]3)[N:12]2[C:32](=[O:33])[N:34]2[CH2:35][CH2:36][CH:37]([CH2:40][C:41](=[O:42])[OH:43])[CH2:38][CH2:39]2)[cH:9][n:10]1.[CH3:47][c:48]1[cH:49][c:50]([CH2:51][NH2:52])[cH:53][c:54]([CH3:56])[cH:55]1>>[C:1]([CH3:2])([CH3:3])([CH3:4])[c:5]1[cH:6][c:7]([O:44][CH2:45][CH3:46])[c:8]([C:11]2=[N:15][C:14]([CH3:16])([c:17]3[cH:18][cH:19][c:20]([Cl:23])[cH:21][cH:22]3)[C:13]([CH3:24])([c:25]3[cH:26][cH:27][c:28]([Cl:31])[cH:29][cH:30]3)[N:12]2[C:32](=[O:33])[N:34]2[CH2:35][CH2:36][CH:37]([CH2:40][C:41](=[O:43])[NH:52][CH2:51][c:50]3[cH:49][c:48]([CH3:47])[cH:55][c:54]([CH3:56])[cH:53]3)[CH2:38][CH2:39]2)[cH:9][n:10]1. Reactants: C(C1=CC=CC=C1)N1C=NC=C1C(CCCC1=CC=C(C=C1)F)(O)C1=CC=C(C=C1)F (1-benzyl-5-[1,4-bis(4-fluorophenyl)-1-hydroxybutyl]-1H-imidazole), C(=O)[O-].[NH4+] (ammoniumformate). Reagents/catalysts: [Pd] (palladium on carbon). Solvent: C(C)(=O)O (acetic acid). Product: FC1=CC=C(C=C1)C(CCCC1=CC=C(C=C1)F)C=1N=CNC1 (4-[1,4-bis(4-fluorophenyl)butyl]-1H-imidazole). RXN SMILES: C([N:8]1[C:12]([C:13]([C:25]2[CH:30]=[CH:29][C:28]([F:31])=[CH:27][CH:26]=2)(O)[CH2:14][CH2:15][CH2:16][C:17]2[CH:22]=[CH:21][C:20]([F:23])=[CH:19][CH:18]=2)=[CH:11][N:10]=[CH:9]1)C1C=CC=CC=1.C([O-])=O.[NH4+]>C(O)(=O)C.[Pd]>[F:31][C:28]1[CH:29]=[CH:30][C:25]([CH:13]([C:12]2[N:8]=[CH:9][NH:10][CH:11]=2)[CH2:14][CH2:15][CH2:16][C:17]2[CH:22]=[CH:21][C:20]([F:23])=[CH:19][CH:18]=2)=[CH:26][CH:27]=1 |f:1.2|. Reported procedure: 1-benzyl-5-[1,4-bis(4-fluorophenyl)-1-hydroxybutyl]-1H-imidazole (10 g) is dissolved in conc. acetic acid (100 ml). Into the solution is added 0,1 g of palladium on carbon and 0,8 g of ammoniumformate. The mixture is refluxed for an hour and cooled to room temperature. The solution is filtered through silicous earth. The acetic acid filtrate is evaporated, the residue is dissolved in methylene chloride and washed once with 2M aqueous sodium hydroxide solution and once with water. The methylene c... The reactants are [Al+3], COC(=O)C1CN1C(c1ccccc1)(c1ccccc1)c1ccccc1, CCOCC, [H-], [H-], [H-], [H-], [Li+], [Na+], [OH-], O. The product is OCC1CN1C(c1ccccc1)(c1ccccc1)c1ccccc1. As a reaction SMILES: [Al+3:2].[C:12]([c:13]1[cH:14][cH:15][cH:16][cH:17][cH:18]1)([c:19]1[cH:20][cH:21][cH:22][cH:23][cH:24]1)([c:25]1[cH:26][cH:27][cH:28][cH:29][cH:30]1)[N:31]1[CH:32]([C:34](=[O:35])[O:36][CH3:37])[CH2:33]1.[CH3:7][CH2:8][O:9][CH2:10][CH3:11].[H-:1].[H-:4].[H-:5].[H-:6].[Li+:3].[Na+:39].[OH-:38].[OH2:40]>>[C:12]([c:13]1[cH:14][cH:15][cH:16][cH:17][cH:18]1)([c:19]1[cH:20][cH:21][cH:22][cH:23][cH:24]1)([c:25]1[cH:26][cH:27][cH:28][cH:29][cH:30]1)[N:31]1[CH:32]([CH2:34][OH:35])[CH2:33]1. Reactants: C(C)(=O)N1C[C@H]([C@@H](CC1)N1CCC2=CC=CC=C12)C(=O)OCC (trans-1-(1-acetyl-3-ethoxycarbonyl-piperidin-4-yl)indoline), [BH4-].[Na+] (sodium borohydride), resultant mixture, C(C)(=O)OCC (ethyl acetate), O (water), [BH4-].[Na+] (sodium borohydride). Run in C(C)O (ethanol). Reaction conditions: time 8 hour. Yields the product C(C)(=O)N1C[C@H]([C@@H](CC1)N1CCC2=CC=CC=C12)CO (trans-1-(1-Acetyl-3-hydroxymethylpiperidin-4-yl)indoline). The yield is 37.0%. RXN SMILES: [C:1]([N:4]1[CH2:9][CH2:8][C@@H:7]([N:10]2[C:18]3[C:13](=[CH:14][CH:15]=[CH:16][CH:17]=3)[CH2:12][CH2:11]2)[C@H:6]([C:19](OCC)=[O:20])[CH2:5]1)(=[O:3])[CH3:2].[BH4-].[Na+].C(OCC)(=O)C.O>C(O)C>[C:1]([N:4]1[CH2:9][CH2:8][C@@H:7]([N:10]2[C:18]3[C:13](=[CH:14][CH:15]=[CH:16][CH:17]=3)[CH2:12][CH2:11]2)[C@H:6]([CH2:19][OH:20])[CH2:5]1)(=[O:3])[CH3:2] |f:1.2|. Procedure details: To a solution of trans-1-(1-acetyl-3-ethoxycarbonyl-piperidin-4-yl)indoline (780 mg) in ethanol (40 ml) was added sodium borohydride (5.7 g) in 3 portions at 30 min. intervals. After stirring at room temperature overnight, sodium borohydride (3.3 g) was added thereto and the resultant mixture was stirred for additional 4 hr. Then ethyl acetate (20 ml) and water (50 ml) were successively added carefully to the reaction mixture followed by extraction with ethyl acetate (50 ml) for three times. The... Starting materials: Alcohol, C(C1=CC=CC=C1)OCC(O)CO[Si](C)(C)C(C)(C)C (1-O-benzyl-3-O-t-butyldimethylsilyl-rac-glycerol), [H-].[Na+] (NaH), C1CCOC1 (THF). Conditions: time 5 minute. The product is C(C1=CC=CC=C1)OCC(OC)CO[Si](C)(C)C(C)(C)C (1-O-benzyl-3-O-t-butyldimethylsilyl-2-O-methyl-rac-glycerol). The yield is 74.0%. RXN SMILES: [CH2:1]([O:8][CH2:9][CH:10]([CH2:12][O:13][Si:14]([C:17]([CH3:20])([CH3:19])[CH3:18])([CH3:16])[CH3:15])[OH:11])[C:2]1[CH:7]=[CH:6][CH:5]=[CH:4][CH:3]=1.[H-].[Na+].[CH2:23]1COCC1>>[CH2:1]([O:8][CH2:9][CH:10]([CH2:12][O:13][Si:14]([C:17]([CH3:20])([CH3:19])[CH3:18])([CH3:15])[CH3:16])[O:11][CH3:23])[C:2]1[CH:7]=[CH:6][CH:5]=[CH:4][CH:3]=1 |f:1.2|. Procedure: Alcohol Compound 40 (48.8 g, 0.16 mmol) was added to a mixture of NaH (4.0 g, 0.17 mol) in dry THF (500 mL). After 5 min, Mel (10 mL, 0.17 mol) was added and, after another 3 hours, the mixture was quenched with H2O (150 mL), extracted into diethyl ether (500 mL), dried (MgSO4) and concentrated. Purification of the residue by silica-gel column chromatography [eluent: hexane/ethyl acetate, 90/10, v/v] yielded 1-O-benzyl-3-O-t-butyldimethylsilyl-2-O-methyl-rac-glycerol (Compound 41) (37 g, 74%) as... Reactants: O=S(=O)(Cl)CCCCl, Nc1ccc([N+](=O)[O-])cc1, c1ccncc1. Product: O=[N+]([O-])c1ccc(NS(=O)(=O)CCCCl)cc1. RXN SMILES: [Cl:11][CH2:12][CH2:13][CH2:14][S:15](=[O:16])(=[O:17])[Cl:18].[NH2:1][c:2]1[cH:3][cH:4][c:5]([N+:8]([O-:9])=[O:10])[cH:6][cH:7]1.[cH:19]1[cH:20][cH:21][n:22][cH:23][cH:24]1>>[NH:1]([c:2]1[cH:3][cH:4][c:5]([N+:8]([O-:9])=[O:10])[cH:6][cH:7]1)[S:15]([CH2:14][CH2:13][CH2:12][Cl:11])(=[O:16])=[O:17]. Starting materials: COC=1C=C2C(=C(N(C(C2=CC1)=O)C)C1CNCCC1)C1=CC=CC=C1 ((±)-6-methoxy-2-methyl-4-phenyl-3-piperidin-3-ylisoquinolin-1(2H)-one), C(C)(C)N(C(C)C)CC (N,N-diisopropylethylamine), C(C)(=O)Cl (acetyl chloride), C([O-])(O)=O.[Na+] (sodium bicarbonate). Solvent: ClCCl (dichloromethane), ClCCl (dichloromethane). The product is C(C)(=O)N1CC(CCC1)C=1N(C(C2=CC=C(C=C2C1C1=CC=CC=C1)OC)=O)C ((±)-3-(1-Acetylpiperidin-3-yl)-6-methoxy-2-methyl-4-phenylisoquinolin-1(2H)-one). As a reaction SMILES: [CH3:1][O:2][C:3]1[CH:4]=[C:5]2[C:10](=[CH:11][CH:12]=1)[C:9](=[O:13])[N:8]([CH3:14])[C:7]([CH:15]1[CH2:20][CH2:19][CH2:18][NH:17][CH2:16]1)=[C:6]2[C:21]1[CH:26]=[CH:25][CH:24]=[CH:23][CH:22]=1.C(N(CC)C(C)C)(C)C.[C:36](Cl)(=[O:38])[CH3:37].C(=O)(O)[O-].[Na+]>ClCCl>[C:36]([N:17]1[CH2:18][CH2:19][CH2:20][CH:15]([C:7]2[N:8]([CH3:14])[C:9](=[O:13])[C:10]3[C:5]([C:6]=2[C:21]2[CH:22]=[CH:23][CH:24]=[CH:25][CH:26]=2)=[CH:4][C:3]([O:2][CH3:1])=[CH:12][CH:11]=3)[CH2:16]1)(=[O:38])[CH3:37] |f:3.4|. Reported procedure: To a dichloromethane (0.100 mL) solution of (±)-6-methoxy-2-methyl-4-phenyl-3-piperidin-3-ylisoquinolin-1(2H)-one (30 mg, 0.086 mmol) and N,N-diisopropylethylamine (0.017 mL, 0.095 mmol) was added acetyl chloride (0.007 mL, 0.095 mmol). After 24 hours saturated sodium bicarbonate and additional dichloromethane were added. The layers were separated and the organic phase dried with anhydrous magnesium sulfate. Evaporation of the solvent in vacuo followed by trituration with ether-EtOAc gave a whit...